From a dataset of the Open Reaction Database (ORD), a public repository of structured organic reaction records. describe an organic reaction: reactants, conditions, products, and yield The reactants are 70, CC1=CC=CC=C1CCl (o-xylyl chloride), 250, 70, S(O)(O)(=O)=O (sulfuric acid), O=P12OP3(=O)OP(=O)(O1)OP(=O)(O2)O3 (phosphorus pentoxide). Solvent: C1=CC=CC=C1 (benzene). Conditions: time 4 hour. Yields the product C(C1=CC=CC=C1)C1=C(C=CC=C1)C (o-benzyltoluene). Yield: 89.8%. RXN SMILES: [CH3:1][C:2]1[C:7]([CH2:8]Cl)=[CH:6][CH:5]=[CH:4][CH:3]=1.S(=O)(=O)(O)O.O=P12OP3(OP(OP(O3)(O1)=O)(=O)O2)=O>C1C=CC=CC=1>[CH2:8]([C:7]1[CH:6]=[CH:5][CH:4]=[CH:3][C:2]=1[CH3:1])[C:2]1[CH:7]=[CH:6][CH:5]=[CH:4][CH:3]=1. Procedure details: A solution of 70 parts of o-xylyl chloride and 200 parts of benzene is added in the course of 2 hours, whilst stirring thoroughly, to a mixture of 250 parts of 70 per cent strength by weight sulfuric acid and 72 parts of phosphorus pentoxide at from 75° to 77° C. After a further 4 hours at from 75° to 77° C, the organic phase is separated off and 80.9 parts (89.8% of theory) of o-benzyltoluene boiling at 98° C at 0.2 mm Hg are isolated by fractional distillation.